Task: describe an organic reaction: reactants, conditions, products, and yield. Dataset: the Open Reaction Database (ORD), a public repository of structured organic reaction records The reactants are COC=1C=CC(=CC1)P2(=S)SP(=S)(S2)C=3C=CC(=CC3)OC (Lawesson's reagent), COC=1C=CC(=CC1)P2(=S)SP(=S)(S2)C=3C=CC(=CC3)OC (Lawesson's reagent), COC1=CC=2CC[C@H]3[C@@H]4CCC([C@@]4(C)CC[C@@H]3C2C=C1)=O (3-Methoxyestra-1,3,5(10)-trien-17-one), COC=1C=CC(=CC1)P2(=S)SP(=S)(S2)C=3C=CC(=CC3)OC (Lawesson's reagent). The solvent is O1CCCC1 (tetrahydrofuran), C(Cl)Cl (CH2Cl2). Product: COC1=CC=2CC[C@H]3[C@@H]4CCC([C@@]4(C)CC[C@@H]3C2C=C1)=S (3-Methoxyestra-1,3,5(1 0)-triene-1 7-thione). Yield: 109.4%. RXN SMILES: [CH3:1][O:2][C:3]1[CH:20]=[CH:19][C:18]2[C@@H:17]3[C@H:8]([C@H:9]4[C@@:13]([CH2:15][CH2:16]3)([CH3:14])[C:12](=O)[CH2:11][CH2:10]4)[CH2:7][CH2:6][C:5]=2[CH:4]=1.COC1C=CC(P2(SP(C3C=CC(OC)=CC=3)(=S)S2)=[S:31])=CC=1>O1CCCC1.C(Cl)Cl>[CH3:1][O:2][C:3]1[CH:20]=[CH:19][C:18]2[C@@H:17]3[C@H:8]([C@H:9]4[C@@:13]([CH2:15][CH2:16]3)([CH3:14])[C:12](=[S:31])[CH2:11][CH2:10]4)[CH2:7][CH2:6][C:5]=2[CH:4]=1. Procedure: Estrone methyl ether (2, 17.64 g, 62.2 mmol) was dissolved in 500 mL of dry tetrahydrofuran (THF) and a first portion of Lawesson's reagent (13 g, 32 mmol) was added. The reaction mixture containing suspended solid was heated to reflux for 18 h when all solids dissolved and the solution became salmon red. A second portion of Lawesson's reagent (13 g, 32 mmol) was added and heating continued at reflux temperature for another 18 h. Similarly, a third portion of Lawesson's reagent (13 g, 32 mmol) w... The reactants are [O-]CC.[Na+] (sodium ethoxide), [N+](=O)([O-])C1=CC=CC=2OCOCC21 (5-nitro4H-1,3-benzodioxine), BrN1C(CCC1=O)=O (N-bromosuccinimide), N(=NC(C#N)(C)C)C(C#N)(C)C (2,2′-azobisisobutyronitrile). Solvent: C(C)O (ethanol), C(Cl)(Cl)(Cl)Cl (carbon tetrachloride). Reaction conditions: temperature 100 celsius, time 2 hour. The product is C(C)OC1OCOC2=C1C(=CC=C2)[N+](=O)[O-] (4-ethoxy-5-nitro-4H-1,3-benzodioxine). Isolated yield 86.9%. RXN SMILES: [N+:1]([C:4]1[C:13]2[CH2:12][O:11][CH2:10][O:9][C:8]=2[CH:7]=[CH:6][CH:5]=1)([O-:3])=[O:2].BrN1[C:19](=[O:20])[CH2:18]CC1=O.N(C(C)(C)C#N)=NC(C)(C)C#N.[O-]CC.[Na+]>C(Cl)(Cl)(Cl)Cl.C(O)C>[CH2:19]([O:20][CH:12]1[C:13]2[C:4]([N+:1]([O-:3])=[O:2])=[CH:5][CH:6]=[CH:7][C:8]=2[O:9][CH2:10][O:11]1)[CH3:18] |f:3.4|. Procedure details: To a stirred solution of 5-nitro4H-1,3-benzodioxine (10.0 g, 55.203 mmol) in carbon tetrachloride (70 mL) were added N-bromosuccinimide (10.808 g, 60.723 mmol) and 2,2′-azobisisobutyronitrile (0.906 g, 5.520 mmol). The mixture was stirred at 100° C. for 2 hrs. After cooled to room temperature, a solution of sodium ethoxide (4.884 g, 71.764 mmol) in ethanol (70 mL) was added to the mixture, and the stirring was continued at room temperature for 3 hrs. The reaction was quenched with water and extr... The reactants are O=C([O-])[O-], C1COCCO1, CB1OB(C)OB(C)O1, ClCCl, [Cs+], [Cs+], COC(=O)c1cc(Br)cc(I)c1N. Product: COC(=O)c1cc(Br)cc(C)c1N. Reaction SMILES: [C:26](=[O:27])([O-:28])[O-:29].[CH2:32]1[O:33][CH2:34][CH2:35][O:36][CH2:37]1.[CH3:1][B:2]1[O:3][B:4]([CH3:5])[O:6][B:7]([CH3:8])[O:9]1.[Cl:23][CH2:24][Cl:25].[Cs+:30].[Cs+:31].[NH2:10][c:11]1[c:12]([C:13](=[O:14])[O:15][CH3:16])[cH:17][c:18]([Br:22])[cH:19][c:20]1[I:21]>>[NH2:10][c:11]1[c:12]([C:13](=[O:14])[O:15][CH3:16])[cH:17][c:18]([Br:22])[cH:19][c:20]1[CH3:24]. The reactants are N(=NC(=O)N1CCCCC1)C(=O)N1CCCCC1 (1,1′-(azodicarbonyl)-dipiperidine), OCC1CCN(CC1)C(=O)OCC(=O)OC (2-(methyloxy)-2-oxoethyl 4-(hydroxymethyl)-1-piperidinecarboxylate), C(CCC)P(CCCC)CCCC (tri-n-butylphosphine), OC1=CC=C2C=CC=NC2=C1 (7-hydroxyquinoline). The solvent is solution, N (ammonia), CO (methanol), C1=CC=CC=C1 (benzene). Reaction conditions: temperature 0 celsius, time 15 minute. Product: N1=CC=CC2=CC=C(C=C12)OCC1CCN(CC1)C(=O)OCC(=O)N (2-amino-2-oxoethyl 4-[(7-quinolinyl-oxy)methyl]-1-piperidinecarboxylate). The yield is 48.5%. Reaction SMILES: [N:1](C(N1CCCCC1)=O)=NC(N1CCCCC1)=O.[OH:19][CH2:20][CH:21]1[CH2:26][CH2:25][N:24]([C:27]([O:29][CH2:30][C:31]([O:33]C)=O)=[O:28])[CH2:23][CH2:22]1.C(P(CCCC)CCCC)CCC.O[C:49]1[CH:58]=[C:57]2[C:52]([CH:53]=[CH:54][CH:55]=[N:56]2)=[CH:51][CH:50]=1>C1C=CC=CC=1.N.CO>[N:56]1[C:57]2[C:52](=[CH:51][CH:50]=[C:49]([O:19][CH2:20][CH:21]3[CH2:22][CH2:23][N:24]([C:27]([O:29][CH2:30][C:31]([NH2:1])=[O:33])=[O:28])[CH2:25][CH2:26]3)[CH:58]=2)[CH:53]=[CH:54][CH:55]=1. Reported procedure: 0.26 g (1.03 mmol) of 1,1′-(azodicarbonyl)-dipiperidine (ADDP) is added to a solution of 0.16 g (0.69 mmol) of 2-(methyloxy)-2-oxoethyl 4-(hydroxymethyl)-1-piperidinecarboxylate, prepared in Step 8.1., 0.26 ml (1.03 mmol) of tri-n-butylphosphine and 0.13 g (0.90 mmol) of 7-hydroxyquinoline in 2.5 ml of benzene, which is cooled by means of an ice bath. The mixture is stirred at 0° C. for 15 minutes and then at ambient temperature for 16 hours. It is filtered over celite and rinsed with diethyl et... Solvent: C(C)#N (acetonitrile). Product: BrC(C(=O)OCCN)(C)C (2-Aminoethyl 2-Bromoisobutyrate). The reactants are C(C(=C)C)(=O)OCCN(C)C (2-(Dimethylamino)ethyl methacrylate), BrCC(=O)OC(C)(C)C (tert-butyl bromoacetate), C(C)OCC (ethyl ether). As a reaction SMILES: [C:1]([O:6][CH2:7][CH2:8][N:9](C)C)(=[O:5])[C:2]([CH3:4])=[CH2:3].[Br:12]CC(OC(C)(C)C)=O.C(OCC)C>C(#N)C>[Br:12][C:2]([CH3:4])([CH3:3])[C:1]([O:6][CH2:7][CH2:8][NH2:9])=[O:5]. Reported procedure: 5 g 2-(Dimethylamino)ethyl methacrylate and 8.68 g tert-butyl bromoacetate were reacted in 20 ml acetonitrile for 24 h at 50° C. under N2 protection. Upon addition of 250 ml ethyl ether to the reaction mixture, the formed white crystals were isolated and dried. The resulting CB-tBu monomers were immediately stored in a desiccator at −20° C. (yield 96%). 1H NMR (D2O) δ (ppm): 1.44 (s, 9H, —OC(CH3)3), 1.87 (s, 3H, CH2═C(CH3)COO—), 3.31 (s, 6H, —CH2N(CH3)2CH2COO—), 3.98 (t, J=3 Hz, 2H, CH2═C(CH3)CO... Reactants: S(=O)(Cl)Cl (thionyl chloride), N[C@H]1[C@@H]2N(C(=C(CS2)C)C(=O)OC(C)(C)C)C1=O (tert-butyl 7β-amino-3-methyl-3-cephem-4-carboxylate), C(Cl)Cl (methylene chloride), C(CCC)C(=O)C(Cl)(Cl)Cl (butyl chloral), CN(C1=CC=CC=C1)C (N,N-dimethylaniline), ice water. Run at time 10 minute. The product is ClC(C=N[C@H]1[C@@H]2N(C(=C(CS2)C)C(=O)OC(C)(C)C)C1=O)(C(C)Cl)Cl (tert-Butyl 7β-(2',2',3'-trichlorobutylideneamino)-3-methyl-3-cephem-4-carboxylate). Yield: 100.0%. Reaction SMILES: [NH2:1][C@@H:2]1[C:17](=[O:18])[N:4]2[C:5]([C:10]([O:12][C:13]([CH3:16])([CH3:15])[CH3:14])=[O:11])=[C:6]([CH3:9])[CH2:7][S:8][C@H:3]12.C([C:23]([C:25](Cl)(Cl)[Cl:26])=O)CCC.[CH3:29]N(C)C1C=CC=CC=1.S(Cl)(Cl)=O.[CH2:42]([Cl:44])[Cl:43]>>[Cl:43][C:42]([Cl:44])([CH:25]([Cl:26])[CH3:23])[CH:29]=[N:1][C@@H:2]1[C:17](=[O:18])[N:4]2[C:5]([C:10]([O:12][C:13]([CH3:14])([CH3:16])[CH3:15])=[O:11])=[C:6]([CH3:9])[CH2:7][S:8][C@H:3]12. Reported procedure: To a solution of tert-butyl 7β-amino-3-methyl-3-cephem-4-carboxylate (1.35 g, 5.00 mmol) in methylene chloride (30 ml) was added dropwise under ice-cooling butyl chloral (2,2,3-trichlorobutanal) (0.63 ml, 5.0 mmol). The reaction mixture was stirred at room temperature for 10 minutes, was allowed to cool to -20° C., N,N-dimethylaniline (3 ml) was added thereto and then thionyl chloride (0.5 ml) was added dropwise. After stirring under ice-cooling for 1.5 hours, the reaction mixture was poured int...